This data is from the Open Reaction Database (ORD), a public repository of structured organic reaction records. The task is: describe an organic reaction: reactants, conditions, products, and yield Starting materials: CCO, [Cl-], [Fe], N#Cc1cc([N+](=O)[O-])ccc1N1CCCCC1, [NH4+], O. Product: N#Cc1cc(N)ccc1N1CCCCC1. Reaction SMILES: [CH3:22][CH2:23][OH:24].[Cl-:1].[Fe:21].[N+:4]([O-:5])(=[O:6])[c:7]1[cH:8][cH:9][c:10]([N:15]2[CH2:16][CH2:17][CH2:18][CH2:19][CH2:20]2)[c:11]([C:12]#[N:13])[cH:14]1.[NH4+:2].[OH2:3]>>[NH2:4][c:7]1[cH:8][cH:9][c:10]([N:15]2[CH2:16][CH2:17][CH2:18][CH2:19][CH2:20]2)[c:11]([C:12]#[N:13])[cH:14]1. Reported procedure: The substrate solution was prepared by dissolving glycine (14.0 mg, 0.186 mmol) and furaldehyde (15.5 μL, 0.187 mmol) in buffer (10.0 mL). When 360 μL of this was added to the enzyme solution (0.2 mg SHMT in 40 μL), the concentration of each substrate was 17 mM. RXN SMILES: [NH2:1][CH2:2][C:3]([OH:5])=[O:4].[O:6]1[CH:10]=[CH:9][CH:8]=[C:7]1[CH:11]=[O:12]>>[NH2:1][CH:2]([CH:11]([OH:12])[C:7]1[O:6][CH:10]=[CH:9][CH:8]=1)[C:3]([OH:5])=[O:4]. The reactants are NCC(=O)O (glycine), O1C(=CC=C1)C=O (furaldehyde). Product: NC(C(=O)O)C(C=1OC=CC1)O (α-Amino-β-hydroxy-β-(2-furyl)propionic acid). Reactants: CCOCC, CN, NC1N=C(Cl)N=C(F)N1OC(F)F. Product: CNC1=NC(Cl)=NC(N)N1OC(F)F. As a reaction SMILES: [CH3:16][CH2:17][O:18][CH2:19][CH3:20].[CH3:1][NH2:2].[NH2:3][CH:4]1[N:5]([O:12][CH:13]([F:14])[F:15])[C:6]([F:11])=[N:7][C:8]([Cl:10])=[N:9]1>>[CH3:1][NH:2][C:6]1=[N:7][C:8]([Cl:10])=[N:9][CH:4]([NH2:3])[N:5]1[O:12][CH:13]([F:14])[F:15].